describe an organic reaction: reactants, conditions, products, and yield From a dataset of the Open Reaction Database (ORD), a public repository of structured organic reaction records. Starting materials: ClCC(=O)NC=1SC=C(N1)C(C(=O)N[C@@H]1C(N([C@H]1SCC(=O)OC)S(=O)(=O)[O-])=O)=NOC.[Na+] (sodium (3R,4S)-3-[2-(2-chloroacetamidothiazol-4-yl)-2-methoxyiminoacetamido]-4-methoxycarbonylmethylthio-2-oxoazetidine-1-sulfonate), CSC(N)=S.[Na] (sodium monomethyldithiocarbamate). The solvent is buffer solution. Conditions: time 2 hour. Product: NC=1SC=C(N1)C(C(=O)N[C@@H]1C(N([C@H]1SCC(=O)OC)S(=O)(=O)[O-])=O)=NOC.[Na+] (sodium (3R,4S)-3-[2-(2-aminothiazol-4-yl)-2-methoxyiminoacetamido]-4-methoxycarbonylmethylthio-2-oxoazetidine-1-sulfonate). Yield: 51.0%. Reaction SMILES: ClCC([NH:5][C:6]1[S:7][CH:8]=[C:9]([C:11](=[N:30][O:31][CH3:32])[C:12]([NH:14][C@H:15]2[C@H:18]([S:19][CH2:20][C:21]([O:23][CH3:24])=[O:22])[N:17]([S:25]([O-:28])(=[O:27])=[O:26])[C:16]2=[O:29])=[O:13])[N:10]=1)=O.[Na+:33].CSC(=S)N.[Na]>>[NH2:5][C:6]1[S:7][CH:8]=[C:9]([C:11](=[N:30][O:31][CH3:32])[C:12]([NH:14][C@H:15]2[C@H:18]([S:19][CH2:20][C:21]([O:23][CH3:24])=[O:22])[N:17]([S:25]([O-:28])(=[O:27])=[O:26])[C:16]2=[O:29])=[O:13])[N:10]=1.[Na+:33] |f:0.1,2.3,4.5,^1:38|. Procedure: To a solution of 0.273 g of sodium (3R,4S)-3-[2-(2-chloroacetamidothiazol-4-yl)-2-methoxyiminoacetamido]-4-methoxycarbonylmethylthio-2-oxoazetidine-1-sulfonate in 6 ml of a buffer solution (pH 6.86) is added 67.8 mg of sodium monomethyldithiocarbamate under ice-cooling. After stirring for 2 hours at room temperature, the reaction mixture is purified in the same procedure as in Example 3B to give 0.120 g of sodium (3R,4S)-3-[2-(2-aminothiazol-4-yl)-2-methoxyiminoacetamido]-4-methoxycarbonylmethyl... Reactants: ClC1=CC=C(C=C1)NCC(=O)O (p-chlorophenylglycine), xylenes, CN(C=O)C (dimethyl formamide), C(C)#N (acetonitrile), P(Cl)(Cl)Cl (PCl3), FC(C(=O)Cl)(F)F (trifluoroacetyl chloride). Run at time 0.5 hour. The product is ClC1=CC=C(C=C1)C1=NC(OC1=O)C(F)(F)F (4-(p-Chlorophenyl) -2-trifluoromethyl-3-oxazolin-5-one). RXN SMILES: [Cl:1][C:2]1[CH:7]=[CH:6][C:5](NCC(O)=O)=[CH:4][CH:3]=1.CN(C)C=[O:16].P(Cl)(Cl)Cl.[F:22][C:23]([F:28])([F:27])[C:24](Cl)=[O:25].[C:29](#[N:31])[CH3:30]>>[Cl:1][C:2]1[CH:3]=[CH:4][C:5]([C:29]2[C:30](=[O:16])[O:25][CH:24]([C:23]([F:28])([F:27])[F:22])[N:31]=2)=[CH:6][CH:7]=1. Procedure details: A solution of p-chlorophenylglycine (46.9 g, 0.25 mole) in a mixture of acetonitrile, xylenes and dimethyl formamide (74.8 w/w%, 24.9 w/w% and 0.3 w/w%, respectively) is treated sequentially with PCl3 (21.3 g, 0.155 mole) and trifluoroacetyl chloride (34.8 g, 0.26 mole), held at 40° C. for 0.5 hour, heated at 60° -65° C. for 8 hours and allowed to cool to room temperature. The title product is obtained in quantitative yield by HPLC analysis.